From a dataset of the Open Reaction Database (ORD), a public repository of structured organic reaction records. describe an organic reaction: reactants, conditions, products, and yield Reactants: C(C)(C)(C)NC1=NC2=C(C=CC=C2C(N1C)=O)B(O)O ((2-(tert-butylamino)-3-methyl-4-oxo-3,4-dihydroquinazolin-8-yl)boronic acid), C1(CCCCC1)P(C1=C(C=CC=C1)C1=C(C=C(C=C1C(C)C)C(C)C)C(C)C)C1CCCCC1 (dicyclohexyl(2′,4′,6′-triisopropyl-[1,1′-biphenyl]-2-yl)phosphine), BrC=1C=C2N(CCN(C2=O)CC2=C(C=C(C=C2)OC)OC)C1 (7-bromo-2-(2,4-dimethoxybenzyl)-3,4-dihydropyrrolo[1,2-a]pyrazin-1(2H)-one), [O-]P(=O)([O-])[O-].[K+].[K+].[K+] (K3PO4), C(C)(C)(C)NC1=NC2=C(C=CC=C2C(N1C)=O)I (2-(tert-butylamino)-8-iodo-3-methylquinazolin-4(3H)-one), CC(=O)[O-].[K+] (KOAc). The reagents and catalysts are C=1C=CC(=CC1)/C=C/C(=O)/C=C/C2=CC=CC=C2.C=1C=CC(=CC1)/C=C/C(=O)/C=C/C2=CC=CC=C2.C=1C=CC(=CC1)/C=C/C(=O)/C=C/C2=CC=CC=C2.[Pd].[Pd] (Pd2(dba)3), C1=CC=C(C=C1)P([C-]2C=CC=C2)C3=CC=CC=C3.C1=CC=C(C=C1)P([C-]2C=CC=C2)C3=CC=CC=C3.Cl[Pd]Cl.[Fe+2].C(Cl)Cl (Pd(dppf)Cl2 DCM). The solvent is CCOC(=O)C (EtOAc), CN(C)C=O (DMF). Conditions: temperature 110 celsius. Yields the product C(C)(C)(C)NC1=NC2=C(C=CC=C2C(N1C)=O)C=1C=C2N(CCN(C2=O)CC2=C(C=C(C=C2)OC)OC)C1 (2-(tert-butylamino)-8-(2-(2,4-dimethoxybenzyl)-1-oxo-1,2,3,4-tetrahydropyrrolo[1,2-a]pyrazin-7-yl)-3-methylquinazolin-4(3H)-one). Isolated yield 19.4%. As a reaction SMILES: [C:1]([NH:5][C:6]1[N:15]([CH3:16])[C:14](=[O:17])[C:13]2[C:8](=[C:9](I)[CH:10]=[CH:11][CH:12]=2)[N:7]=1)([CH3:4])([CH3:3])[CH3:2].CC([O-])=O.[K+].C(NC1N(C)C(=O)C2C(=C(B(O)O)C=CC=2)N=1)(C)(C)C.C1(P(C2CCCCC2)C2C=CC=CC=2C2C(C(C)C)=CC(C(C)C)=CC=2C(C)C)CCCCC1.Br[C:79]1[CH:80]=[C:81]2[C:86](=[O:87])[N:85]([CH2:88][C:89]3[CH:94]=[CH:93][C:92]([O:95][CH3:96])=[CH:91][C:90]=3[O:97][CH3:98])[CH2:84][CH2:83][N:82]2[CH:99]=1.[O-]P([O-])([O-])=O.[K+].[K+].[K+]>CN(C=O)C.CCOC(C)=O.C1C=CC(P(C2C=CC=CC=2)[C-]2C=CC=C2)=CC=1.C1C=CC(P(C2C=CC=CC=2)[C-]2C=CC=C2)=CC=1.Cl[Pd]Cl.[Fe+2].C(Cl)Cl.C1C=CC(/C=C/C(/C=C/C2C=CC=CC=2)=O)=CC=1.C1C=CC(/C=C/C(/C=C/C2C=CC=CC=2)=O)=CC=1.C1C=CC(/C=C/C(/C=C/C2C=CC=CC=2)=O)=CC=1.[Pd].[Pd]>[C:1]([NH:5][C:6]1[N:15]([CH3:16])[C:14](=[O:17])[C:13]2[C:8](=[C:9]([C:79]3[CH:80]=[C:81]4[C:86](=[O:87])[N:85]([CH2:88][C:89]5[CH:94]=[CH:93][C:92]([O:95][CH3:96])=[CH:91][C:90]=5[O:97][CH3:98])[CH2:84][CH2:83][N:82]4[CH:99]=3)[CH:10]=[CH:11][CH:12]=2)[N:7]=1)([CH3:4])([CH3:3])[CH3:2] |f:1.2,6.7.8.9,12.13.14.15.16,17.18.19.20.21|. Procedure: A mixture of Pd(dppf)Cl2 DCM adduct (4.0 mg), 2-(tert-butylamino)-8-iodo-3-methylquinazolin-4(3H)-one (701) (37 mg, 0.10 mmol), (BPin)2 (39.5 mg, 0.155 mmol) and KOAc (22 mg, 0.22 mmol) in 0.5 mL of DMF was heated in a microwave at 110° C. for 40 min. It was diluted with 15 mL of EtOAc and filtered through a pad of Celite. The filtrate was washed with 2 mL of water followed by 2 mL of brine. The organic solution was dried over Na2SO4 and concentrated. The dark residue containing (2-(tert-butylam... The reactants are O=C([O-])[O-], C1CCNCC1, CN1C(=O)CCc2ccc(NC(=O)c3ccc(F)nc3NC3CCCCC3)cc21, [K+], [K+], CN(C)C=O, O. Yields the product CN1C(=O)CCc2ccc(NC(=O)c3ccc(N4CCCCC4)nc3NC3CCCCC3)cc21. As a reaction SMILES: [C:36](=[O:37])([O-:38])[O-:39].[CH2:30]1[CH2:31][CH2:32][NH:33][CH2:34][CH2:35]1.[CH:1]1([NH:7][c:8]2[c:9]([C:10](=[O:11])[NH:12][c:13]3[cH:14][cH:15][c:16]4[c:21]([cH:22]3)[N:20]([CH3:23])[C:19](=[O:24])[CH2:18][CH2:17]4)[cH:25][cH:26][c:27]([F:29])[n:28]2)[CH2:2][CH2:3][CH2:4][CH2:5][CH2:6]1.[K+:40].[K+:41].[O:42]=[CH:43][N:44]([CH3:45])[CH3:46].[OH2:47]>>[CH:1]1([NH:7][c:8]2[c:9]([C:10](=[O:11])[NH:12][c:13]3[cH:14][cH:15][c:16]4[c:21]([cH:22]3)[N:20]([CH3:23])[C:19](=[O:24])[CH2:18][CH2:17]4)[cH:25][cH:26][c:27]([N:33]3[CH2:32][CH2:31][CH2:30][CH2:35][CH2:34]3)[n:28]2)[CH2:2][CH2:3][CH2:4][CH2:5][CH2:6]1. Starting materials: N1[C@H](C(=O)O)CCC1 (L-proline), BrC=1C=C(C2=C(OC(OC2)CNCCC)C1)F (N-[(7-bromo-5-fluoro-4H-1,3-benzodioxin-2-yl)methyl]propan-1-amine), CS(=O)[O-].[Na+] (sodium methanesulfinate), N1[C@H](C(=O)O)CCC1 (L-proline), C([O-])([O-])=O.[K+].[K+] (potassium carbonate). Reagents/catalysts: [Cu](I)I (copperiodide), [Cu](I)I (copperiodide). Solvent: O (water), CCOC(=O)C (EtOAc), CS(=O)C (DMSO). Conditions: temperature 140 celsius. Yields the product FC1=CC(=CC=2OC(OCC21)CNCCC)S(=O)(=O)C (N-{[5-FLUORO-7-(METHYLSULFONYL)-4H-1,3-BENZODIOXIN-2-YL]METHYL}PROPAN-1-AMINE). Isolated yield 39.0%. As a reaction SMILES: Br[C:2]1[CH:3]=[C:4]([F:17])[C:5]2[CH2:10][O:9][CH:8]([CH2:11][NH:12][CH2:13][CH2:14][CH3:15])[O:7][C:6]=2[CH:16]=1.[CH3:18][S:19]([O-:21])=[O:20].[Na+].N1CCC[C@H]1C(O)=O.C(=O)([O-])[O-].[K+].[K+]>CS(C)=O.[Cu](I)I.O.CCOC(C)=O>[F:17][C:4]1[C:5]2[CH2:10][O:9][CH:8]([CH2:11][NH:12][CH2:13][CH2:14][CH3:15])[O:7][C:6]=2[CH:16]=[C:2]([S:19]([CH3:18])(=[O:21])=[O:20])[CH:3]=1 |f:1.2,4.5.6|. Procedure details: A mixture of N-[(7-bromo-5-fluoro-4H-1,3-benzodioxin-2-yl)methyl]propan-1-amine (0.23 g, 0.76 mmol), sodium methanesulfinate (0.14 g, 1.13 mmol, 85%), copperiodide (14 mg, 0.08 mmol), L-proline (17 mg, 0.15 mmol), potassium carbonate (21 mg, 0.15 mmol) in DMSO (2.5 ml) was degassed with nitrogen. Heating in a microwave oven at 140° C. for 30 min afforded product, but the starting material was not completely converted. Additional copperiodide (14 mg, 0.08 mmol) and L-proline (17 mg, 0.15 mmol) we... The product is O=c1c2cccnc2n(-c2cccc([N+](=O)[O-])c2)c(=O)n1CC(F)(F)F. Reaction SMILES: [CH3:45][N:46]([CH3:47])[CH:48]=[O:49].[H-:22].[N+:1](=[O:2])([O-:3])[c:4]1[cH:5][c:6](-[n:10]2[c:11](=[O:21])[nH:12][c:13](=[O:20])[c:14]3[c:15]2[n:16][cH:17][cH:18][cH:19]3)[cH:7][cH:8][cH:9]1.[Na+:23].[O:40]1[CH2:41][CH2:42][CH2:43][CH2:44]1.[OH2:50].[c:24]1([CH3:25])[cH:26][cH:27][c:28]([S:29]([O:30][CH2:34][C:35]([F:36])([F:37])[F:38])(=[O:31])=[O:32])[cH:33][cH:39]1>>[N+:1](=[O:2])([O-:3])[c:4]1[cH:5][c:6](-[n:10]2[c:11](=[O:21])[n:12]([CH2:34][C:35]([F:36])([F:37])[F:38])[c:13](=[O:20])[c:14]3[c:15]2[n:16][cH:17][cH:18][cH:19]3)[cH:7][cH:8][cH:9]1. Starting materials: CN(C)C=O, [H-], O=c1[nH]c(=O)n(-c2cccc([N+](=O)[O-])c2)c2ncccc12, [Na+], C1CCOC1, O, Cc1ccc(S(=O)(=O)OCC(F)(F)F)cc1. The reactants are CC=1C(=C(C=C(C1)O)O)[N+](=O)[O-] (5-methyl-4-nitrobenzene-1,3-diol), [H][H] (hydrogen), [H][H] (hydrogen). The reagents and catalysts are [Pd] (Pd/C). Run in CO (methanol). Product: NC1=C(C=C(C=C1C)O)O (4-amino-5-methylbenzene-1,3-diol). RXN SMILES: [CH3:1][C:2]1[C:3]([N+:10]([O-])=O)=[C:4]([OH:9])[CH:5]=[C:6]([OH:8])[CH:7]=1.[H][H]>CO.[Pd]>[NH2:10][C:3]1[C:2]([CH3:1])=[CH:7][C:6]([OH:8])=[CH:5][C:4]=1[OH:9]. Procedure: 2.43 g (14.4 mmol) 5-methyl-4-nitrobenzene-1,3-diol were placed in 200 mL methanol and hydrogenated under a hydrogen atmosphere and with the addition of 0.20 g Pd/C (10%) at 50° C. and a hydrogen pressure of 5 bar until all the hydrogen had been taken up. The catalyst was filtered off and the filtrate was evaporated down i.vac. Reactants: C(C)N(C(=O)C1=NC=C(C=N1)OC1=CC(=CC2=C1C=C(O2)C)C(=O)OCC)C (ethyl 4-(2-(ethyl(methyl)carbamoyl)pyrimidin-5-yloxy)-2-methylbenzofuran-6-carboxylate), CC=1N=CC(=NC1)N (5-methyl-2-aminopyrazine), [Cl-].C[Al+]C (dimethylaluminium chloride). The product is C(C)N(C(=O)C1=NC=C(C=N1)OC1=CC(=CC2=C1C=C(O2)C)C(NC2=NC=C(N=C2)C)=O)C (N-ethyl-N-methyl-5-(2-methyl-6-((5-methylpyrazin-2-yl)carbamoyl)benzofuran-4-yloxy)pyrimidine-2-carboxamide). The yield is 60.3%. As a reaction SMILES: [CH2:1]([N:3]([CH3:28])[C:4]([C:6]1[N:11]=[CH:10][C:9]([O:12][C:13]2[C:18]3[CH:19]=[C:20]([CH3:22])[O:21][C:17]=3[CH:16]=[C:15]([C:23]([O:25]CC)=O)[CH:14]=2)=[CH:8][N:7]=1)=[O:5])[CH3:2].[CH3:29][C:30]1[N:31]=[CH:32][C:33]([NH2:36])=[N:34][CH:35]=1.[Cl-].C[Al+]C>>[CH2:1]([N:3]([CH3:28])[C:4]([C:6]1[N:11]=[CH:10][C:9]([O:12][C:13]2[C:18]3[CH:19]=[C:20]([CH3:22])[O:21][C:17]=3[CH:16]=[C:15]([C:23](=[O:25])[NH:36][C:33]3[CH:32]=[N:31][C:30]([CH3:29])=[CH:35][N:34]=3)[CH:14]=2)=[CH:8][N:7]=1)=[O:5])[CH3:2] |f:2.3|. Procedure details: The title compound (5) was prepared by a method analogous to that described in Example 1 using ethyl 4-(2-(ethyl(methyl)carbamoyl)pyrimidin-5-yloxy)-2-methylbenzofuran-6-carboxylate (I-5a: 99 mg, 0.26 mmol), 5-methyl-2-aminopyrazine (84 mg, 0.77 mmol), dimethylaluminium chloride (1.29 mmol, 1M in hexane) and dimethylethere (4.5 mL) to afford N-ethyl-N-methyl-5-(2-methyl-6-((5-methylpyrazin-2-yl)carbamoyl)benzofuran-4-yloxy)pyrimidine-2-carboxamide (5: 70 mg, 61%) as an off white solid. Reactants: ClCCl, COc1ccc2c(Sc3ccccc3[N+](=O)[O-])cn(Cc3cc(F)cc(F)c3)c2c1, O=C(OO)c1cccc(Cl)c1. Yields the product COc1ccc2c(S(=O)c3ccccc3[N+](=O)[O-])cn(Cc3cc(F)cc(F)c3)c2c1. Reaction SMILES: [Cl:42][CH2:43][Cl:44].[F:1][c:2]1[cH:3][c:4]([CH2:5][n:6]2[cH:7][c:8]([S:17][c:18]3[c:19]([N+:24](=[O:25])[O-:26])[cH:20][cH:21][cH:22][cH:23]3)[c:9]3[cH:10][cH:11][c:12]([O:15][CH3:16])[cH:13][c:14]23)[cH:27][c:28]([F:30])[cH:29]1.[OH:31][O:32][C:33]([c:34]1[cH:35][c:36]([Cl:37])[cH:38][cH:39][cH:40]1)=[O:41]>>[F:1][c:2]1[cH:3][c:4]([CH2:5][n:6]2[cH:7][c:8]([S:17]([c:18]3[c:19]([N+:24](=[O:25])[O-:26])[cH:20][cH:21][cH:22][cH:23]3)=[O:31])[c:9]3[cH:10][cH:11][c:12]([O:15][CH3:16])[cH:13][c:14]23)[cH:27][c:28]([F:30])[cH:29]1.